Dataset: the Open Reaction Database (ORD), a public repository of structured organic reaction records. Task: describe an organic reaction: reactants, conditions, products, and yield Starting materials: C1CCOC1, CCOC(=O)C=Cc1cnc(Oc2ccc(Cl)cc2)s1, [Li+], [OH-]. The product is O=C(O)C=Cc1cnc(Oc2ccc(Cl)cc2)s1. Reaction SMILES: [CH2:23]1[O:24][CH2:25][CH2:26][CH2:27]1.[Cl:1][c:2]1[cH:3][cH:4][c:5]([O:6][c:7]2[s:8][c:9]([CH:12]=[CH:13][C:14](=[O:15])[O:16][CH2:17][CH3:18])[cH:10][n:11]2)[cH:19][cH:20]1.[Li+:22].[OH-:21]>>[Cl:1][c:2]1[cH:3][cH:4][c:5]([O:6][c:7]2[s:8][c:9]([CH:12]=[CH:13][C:14](=[O:15])[OH:16])[cH:10][n:11]2)[cH:19][cH:20]1. Reactants: N1CCC(C(=O)OCC)CC1 (Ethyl isonipecotate), C(C)OC(=O)N1CCC(CCC1)=O (4-oxoazepane-1-carboxylic acid ethyl ester), C(C)(=O)O (acetic acid). Reagents/catalysts: CC([O-])C.[Ti+4].CC([O-])C.CC([O-])C.CC([O-])C (titanium isopropoxide). Run in C(Cl)Cl (DCM). Conditions: time 1 hour. The product is C(C)OC(=O)C1CCN(CC1)C1CCN(CCC1)C(=O)OCC (ethyl 4-[4-(ethoxycarbonyl)piperidin-1-yl]azepane-1-carboxylate). The yield is 48.4%. Reaction SMILES: [NH:1]1[CH2:11][CH2:10][CH:4]([C:5]([O:7][CH2:8][CH3:9])=[O:6])[CH2:3][CH2:2]1.[CH2:12]([O:14][C:15]([N:17]1[CH2:23][CH2:22][CH2:21][C:20](=O)[CH2:19][CH2:18]1)=[O:16])[CH3:13].C(O)(=O)C>C(Cl)Cl.CC(C)[O-].[Ti+4].CC(C)[O-].CC(C)[O-].CC(C)[O-]>[CH2:8]([O:7][C:5]([CH:4]1[CH2:3][CH2:2][N:1]([CH:20]2[CH2:21][CH2:22][CH2:23][N:17]([C:15]([O:14][CH2:12][CH3:13])=[O:16])[CH2:18][CH2:19]2)[CH2:11][CH2:10]1)=[O:6])[CH3:9] |f:4.5.6.7.8|. Procedure: Ethyl isonipecotate (2.54 g, 2.50 mL, 16.2 mmol) and 4-oxoazepane-1-carboxylic acid ethyl ester (3.00 g, 16.2 mmol) were dissolved in DCM (100 mL) at rt and titanium isopropoxide (5.07 g, 5.40 mL, 17.8 mmol) was added. The reaction mixture was stirred at rt for 1 h. STAB (13.7 g, 32.4 mmol) and acetic acid (0.5 mL) were added and the reaction mixture was stirred at rt overnight under nitrogen. The reaction mixture was quenched with the addition of water (5 mL) and stirred for 5 minutes. The reac...